From a dataset of the Open Reaction Database (ORD), a public repository of structured organic reaction records. describe an organic reaction: reactants, conditions, products, and yield The reactants are [OH-].[Na+] (sodium hydroxide), ClC1=C(C(=O)N[C@@H]2CC[C@H](CC2)C=O)C=C(C=C1)C(F)(F)F (Trans-2-Chloro-N-(4-formyl-cyclohexyl)-5-trifluoromethyl-benzamide), CC1=CN=C(S1)N (5-methylthiazol-2-amine), C(C)(=O)O[BH-](OC(C)=O)OC(C)=O.[Na+] (sodium triacetoxyborohydride). Procedure: 800 mg (2.40 mmol) of trans-2-chloro-N-(4-formyl-cyclohexyl)-5-trifluoromethyl-benzamide (Example 1 Step 3) and 274 mg (2.40 mmol) of 5-methylthiazol-2-amine are placed in a flask with 40 mL of DCM. 191 mg (3.60 mmol) of sodium triacetoxyborohydride is added and the RM is stirred at room temperature overnight 1N sodium hydroxide (2 mL) is added and the mixture is stirred at RT for 10 min. The RM is partitioned between DCM and water. The organic phase is washed with water and brine, dried over Mg... Conditions: time 10 minute. The product is ClC1=C(C(=O)N[C@@H]2CC[C@H](CC2)CNC=2SC(=C(N2)C)C)C=C(C=C1)C(F)(F)F (Trans-2-chloro-N-{4-[(4,5-dimethyl-thiazol-2-ylamino)-methyl]-cyclohexyl}-5-trifluoromethyl-benzamide). Solvent: C(Cl)Cl (DCM). As a reaction SMILES: [Cl:1][C:2]1[CH:18]=[CH:17][C:16]([C:19]([F:22])([F:21])[F:20])=[CH:15][C:3]=1[C:4]([NH:6][C@H:7]1[CH2:12][CH2:11][C@H:10]([CH:13]=O)[CH2:9][CH2:8]1)=[O:5].[CH3:23][C:24]1[S:28][C:27]([NH2:29])=[N:26][CH:25]=1.[C:30](O[BH-](OC(=O)C)OC(=O)C)(=O)C.[Na+].[OH-].[Na+]>C(Cl)Cl>[Cl:1][C:2]1[CH:18]=[CH:17][C:16]([C:19]([F:22])([F:21])[F:20])=[CH:15][C:3]=1[C:4]([NH:6][C@H:7]1[CH2:12][CH2:11][C@H:10]([CH2:13][NH:29][C:27]2[S:28][C:24]([CH3:23])=[C:25]([CH3:30])[N:26]=2)[CH2:9][CH2:8]1)=[O:5] |f:2.3,4.5|. The reactants are CC=1C=C(C=CC1C)SCCCCOC=1C(=CC2=C(C(OC(N2)=O)(C)C)C1)[N+](=O)[O-] (6-[4-(3,4-dimethyl-phenylmercapto)-butoxy]-7-nitro-4,4-dimethyl-4H-3,1-benzoxazin-2-one), OO (hydrogen peroxide). Product: CC=1C=C(C=CC1C)S(=O)CCCCOC=1C(=CC2=C(C(OC(N2)=O)(C)C)C1)[N+](=O)[O-] (6-[4-(3,4-Dimethyl-phenylsulfinyl)-butoxy]-7-nitro-4,4-dimethyl-4H-3,1-benzoxazin-2-one). As a reaction SMILES: [CH3:1][C:2]1[CH:3]=[C:4]([S:9][CH2:10][CH2:11][CH2:12][CH2:13][O:14][C:15]2[C:16]([N+:28]([O-:30])=[O:29])=[CH:17][C:18]3[NH:23][C:22](=[O:24])[O:21][C:20]([CH3:26])([CH3:25])[C:19]=3[CH:27]=2)[CH:5]=[CH:6][C:7]=1[CH3:8].[OH:31]O>>[CH3:1][C:2]1[CH:3]=[C:4]([S:9]([CH2:10][CH2:11][CH2:12][CH2:13][O:14][C:15]2[C:16]([N+:28]([O-:30])=[O:29])=[CH:17][C:18]3[NH:23][C:22](=[O:24])[O:21][C:20]([CH3:25])([CH3:26])[C:19]=3[CH:27]=2)=[O:31])[CH:5]=[CH:6][C:7]=1[CH3:8]. Reported procedure: Prepared analogously to Example 2 from 6-[4-(3,4-dimethyl-phenylmercapto)-butoxy]-7-nitro-4,4-dimethyl-4H-3,1-benzoxazin-2-one and hydrogen peroxide.